From a dataset of the Open Reaction Database (ORD), a public repository of structured organic reaction records. describe an organic reaction: reactants, conditions, products, and yield The reactants are CCCCOC(=O)c1ncc2cc(Oc3ccccc3)ccc2c1O, CN(C)C(=S)Cl, Cl, C1CN2CCN1CC2, CN(C)C=O. Product: CCCCOC(=O)c1ncc2cc(Oc3ccccc3)ccc2c1OC(=S)N(C)C. As a reaction SMILES: [CH2:1]([CH2:2][CH2:3][CH3:4])[O:5][C:6](=[O:7])[c:8]1[n:9][cH:10][c:11]2[cH:12][c:13]([O:19][c:20]3[cH:21][cH:22][cH:23][cH:24][cH:25]3)[cH:14][cH:15][c:16]2[c:17]1[OH:18].[CH3:26][N:27]([C:28](=[S:29])[Cl:30])[CH3:31].[ClH:40].[N:32]12[CH2:33][CH2:34][N:35]([CH2:36][CH2:37]1)[CH2:38][CH2:39]2.[O:41]=[CH:42][N:43]([CH3:44])[CH3:45]>>[CH2:1]([CH2:2][CH2:3][CH3:4])[O:5][C:6](=[O:7])[c:8]1[n:9][cH:10][c:11]2[cH:12][c:13]([O:19][c:20]3[cH:21][cH:22][cH:23][cH:24][cH:25]3)[cH:14][cH:15][c:16]2[c:17]1[O:18][C:28]([N:27]([CH3:26])[CH3:31])=[S:29]. Starting materials: CC1=CC=C(S1)C1=NC=2C(=NC=CC2)N1CC(=O)O (2-(5-methyl-2-thienyl)-3H-imidazo[4,5-b]pyridine-3-acetic acid), C(=O)(N1C=NC=C1)N1C=NC=C1 (1,1'-carbonyldiimidazole), CN (methylamine), solution. The solvent is O1CCCC1 (tetrahydrofuran), O1CCCC1 (tetrahydrofuran). Conditions: time 8 hour. Product: CNC(CN1C(=NC=2C1=NC=CC2)C=2SC(=CC2)C)=O (N-Methyl-2-(5-methyl-2-thienyl)-3H-imidazo[4,5-b]pyridine-3-acetamide). Isolated yield 59.5%. Reaction SMILES: [CH3:1][C:2]1[S:6][C:5]([C:7]2[N:15]([CH2:16][C:17]([OH:19])=O)[C:10]3=[N:11][CH:12]=[CH:13][CH:14]=[C:9]3[N:8]=2)=[CH:4][CH:3]=1.[C:20](N1C=CN=C1)([N:22]1C=CN=C1)=O.CN>O1CCCC1>[CH3:20][NH:22][C:17](=[O:19])[CH2:16][N:15]1[C:10]2=[N:11][CH:12]=[CH:13][CH:14]=[C:9]2[N:8]=[C:7]1[C:5]1[S:6][C:2]([CH3:1])=[CH:3][CH:4]=1. Procedure: A solution of 2-(5-methyl-2-thienyl)-3H-imidazo[4,5-b]pyridine-3-acetic acid (5.0 g, 0.0183 mole) and 1,1'-carbonyldiimidazole (2.97 g, 0.0183 mole) in tetrahydrofuran (100 ml) was stirred at room temperature for 33/4 hours with a stream of nitrogen bubbling through it. A solution of methylamine (36 ml of a 3.03M solution in tetrahydrofuran, 0.1098 mole) was added and the reaction mixture was stirred at room temperature overnight under nitrogen. The solvents were removed under reduced pressure a... Starting materials: O=C([O-])[O-], CS(=O)(=O)OC1CN(C(c2ccccc2)c2ccccc2)C1, CC#N, Oc1ccc(F)cc1Cl, [K+], [K+]. The product is Fc1ccc(OC2CN(C(c3ccccc3)c3ccccc3)C2)c(Cl)c1. Reaction SMILES: [C:23](=[O:24])([O-:25])[O-:26].[CH3:1][S:2](=[O:3])(=[O:4])[O:5][CH:6]1[CH2:7][N:8]([CH:10]([c:11]2[cH:12][cH:13][cH:14][cH:15][cH:16]2)[c:17]2[cH:18][cH:19][cH:20][cH:21][cH:22]2)[CH2:9]1.[CH3:38][C:39]#[N:40].[Cl:29][c:30]1[c:31]([OH:37])[cH:32][cH:33][c:34]([F:36])[cH:35]1.[K+:27].[K+:28]>>[O:5]([CH:6]1[CH2:7][N:8]([CH:10]([c:11]2[cH:12][cH:13][cH:14][cH:15][cH:16]2)[c:17]2[cH:18][cH:19][cH:20][cH:21][cH:22]2)[CH2:9]1)[c:31]1[c:30]([Cl:29])[cH:35][c:34]([F:36])[cH:33][cH:32]1. The reactants are CCCC12COC(c3ccc(C#C[Si](C)(C)C)cc3)(OC1)OC2C(F)(F)F, CCCC[N+](CCCC)(CCCC)CCCC, [F-], C1CCOC1. Yields the product C#Cc1ccc(C23OCC(CCC)(CO2)C(C(F)(F)F)O3)cc1. As a reaction SMILES: [CH2:19]([CH2:20][CH3:21])[C:22]12[CH:23]([C:42]([F:43])([F:44])[F:45])[O:24][C:25]([c:30]3[cH:31][cH:32][c:33]([C:36]#[C:37][Si:38]([CH3:39])([CH3:40])[CH3:41])[cH:34][cH:35]3)([O:26][CH2:27]1)[O:28][CH2:29]2.[CH3:2][CH2:3][CH2:4][CH2:5][N+:6]([CH2:7][CH2:8][CH2:9][CH3:10])([CH2:11][CH2:12][CH2:13][CH3:14])[CH2:15][CH2:16][CH2:17][CH3:18].[F-:1].[O:46]1[CH2:47][CH2:48][CH2:49][CH2:50]1>>[CH2:19]([CH2:20][CH3:21])[C:22]12[CH:23]([C:42]([F:43])([F:44])[F:45])[O:24][C:25]([c:30]3[cH:31][cH:32][c:33]([C:36]#[CH:37])[cH:34][cH:35]3)([O:26][CH2:27]1)[O:28][CH2:29]2.